From a dataset of the Open Reaction Database (ORD), a public repository of structured organic reaction records. describe an organic reaction: reactants, conditions, products, and yield Reactants: [OH-].[Li+] (Lithium hydroxide), C(C)(C)(C)OC(=O)NC(CC1=CC(=NN1CCOC)C(=O)OCC)(C)C (ethyl 5-{2-[(tert-butoxycarbonyl)amino]-2-methylpropyl}-1-(2-methoxyethyl)-1H-pyrazole-3-carboxylate). Run in CO (methanol), O (water). Reaction conditions: time 2 day. The product is C(C)(C)(C)OC(=O)NC(CC1=CC(=NN1CCOC)C(=O)O)(C)C (5-{2-[(tert-butoxycarbonyl)amino]-2-methylpropyl}-1-(2-methoxyethyl)-1H-pyrazole-3-carboxylic acid). Isolated yield 37.6%. As a reaction SMILES: [OH-].[Li+].[C:3]([O:7][C:8]([NH:10][C:11]([CH3:28])([CH3:27])[CH2:12][C:13]1[N:17]([CH2:18][CH2:19][O:20][CH3:21])[N:16]=[C:15]([C:22]([O:24]CC)=[O:23])[CH:14]=1)=[O:9])([CH3:6])([CH3:5])[CH3:4]>CO.O>[C:3]([O:7][C:8]([NH:10][C:11]([CH3:28])([CH3:27])[CH2:12][C:13]1[N:17]([CH2:18][CH2:19][O:20][CH3:21])[N:16]=[C:15]([C:22]([OH:24])=[O:23])[CH:14]=1)=[O:9])([CH3:6])([CH3:4])[CH3:5] |f:0.1|. Procedure details: Lithium hydroxide (17.1 g, 407 mmol) was added to a solution of ethyl 5-{2-[(tert-butoxycarbonyl)amino]-2-methylpropyl}-1-(2-methoxyethyl)-1H-pyrazole-3-carboxylate (37.6 g, 102 mmol) in methanol (141 mL) and water (47 mL). The reaction mixture was stirred for 2 days and then most of the methanol was removed under reduced pressure. The aqueous residue was cooled in an ice bath and then combined with 1 N hydrochloric acid (350 mL) and tert-butyl methyl ether. The layers were separated. The volume...